describe an organic reaction: reactants, conditions, products, and yield From a dataset of the Open Reaction Database (ORD), a public repository of structured organic reaction records. The reactants are Cl.C(C1=CC=CC=C1)OC1=CC=C(N)C=C1 (p-benzyloxyaniline hydrochloride), N(=O)[O-].[Na+] (sodium nitrite), C(C1=CC=CO1)=O (Furfural), cupric chloride dihydrate. The solvent is O (water), Cl (HCl), O (water), O (water). Conditions: time 45 minute. Product: C(C1=CC=CC=C1)OC1=CC=C(C=C1)C1=CC=C(O1)C=O (5-(p-Benzyloxyphenyl)-2-furaldehyde). Reaction SMILES: Cl.[CH2:2]([O:9][C:10]1[CH:16]=[CH:15][C:13](N)=[CH:12][CH:11]=1)[C:3]1[CH:8]=[CH:7][CH:6]=[CH:5][CH:4]=1.N([O-])=O.[Na+].[CH:21](=[O:27])[C:22]1[O:26][CH:25]=[CH:24][CH:23]=1>O.Cl>[CH2:2]([O:9][C:10]1[CH:16]=[CH:15][C:13]([C:25]2[O:26][C:22]([CH:21]=[O:27])=[CH:23][CH:24]=2)=[CH:12][CH:11]=1)[C:3]1[CH:8]=[CH:7][CH:6]=[CH:5][CH:4]=1 |f:0.1,2.3|. Procedure: A mixture of 236 g (1.0 mole) of p-benzyloxyaniline hydrochloride in 1.5 l of water and 230 ml of conc. HCl was warmed on a steam bath for 11/2 hours. No solution was effected. The mixture was then cooled down to 0°-5° and a solution of 76 g (1.1 mole) of sodium nitrite in 500 ml of water was added in about 1 hour while keeping the temperature at 4°-7°. The mixture was allowed to stir further for an additional 45 minutes while the temperature gradually rose to 10°. Furfural (192 g, 2 moles) and ... Reactants: C(C)(=S)O (thioacetic acid), C(C(C)(C)C)OC(N(C)C)OCC(C)(C)C (N,N-dimethylformamide dineopentyl acetal), C(C)(=S)O (thioacetic acid), [Cl-].[Na+] (sodium chloride), C(C(C)(C)C)OC(N(C)C)OCC(C)(C)C (N,N-dimethylformamide dineopentyl acetal), C(C(C)(C)C)OC(N(C)C)OCC(C)(C)C (N,N-dimethylformamide dineopentyl acetal), C(C)(=S)O (thioacetic acid), C(C)(=S)O (thioacetic acid), C(C)OC(=O)CCCN1N=NC=C1\C=C\1/CN(CCC1O)C(C1=CC=CC=C1)(C1=CC=CC=C1)C1=CC=CC=C1 ((E)-3-({1-[3-(ethoxycarbonyl)propyl]-1H-1,2,3-triazol-5-yl}methylidene)-1-(triphenylmethyl)piperidin-4-ol), C(C(C)(C)C)OC(N(C)C)OCC(C)(C)C (N,N-dimethylformamide dineopentyl acetal). The solvent is CN(C=O)C (N,N-dimethylformamide). Run at time 30 minute. Product: C(C)(=O)SC1/C(/CN(CC1)C(C1=CC=CC=C1)(C1=CC=CC=C1)C1=CC=CC=C1)=C/C1=CN=NN1CCCC(=O)OCC ((E)-4-(Acetylsulfanyl)-3-({1-[3-(ethoxycarbonyl)propyl]-1H-1,2,3-triazol-5-yl}methylidene)-1-(triphenylmethyl)piperidine). The yield is 47.0%. Reaction SMILES: [CH2:1]([O:3][C:4]([CH2:6][CH2:7][CH2:8][N:9]1[C:13](/[CH:14]=[C:15]2\[CH2:16][N:17]([C:22]([C:35]3[CH:40]=[CH:39][CH:38]=[CH:37][CH:36]=3)([C:29]3[CH:34]=[CH:33][CH:32]=[CH:31][CH:30]=3)[C:23]3[CH:28]=[CH:27][CH:26]=[CH:25][CH:24]=3)[CH2:18][CH2:19][CH:20]\2O)=[CH:12][N:11]=[N:10]1)=[O:5])[CH3:2].C(OC(OCC(C)(C)C)N(C)C)C(C)(C)C.[C:57]([OH:60])(=[S:59])[CH3:58].[Cl-].[Na+]>CN(C)C=O>[C:57]([S:59][CH:20]1[CH2:19][CH2:18][N:17]([C:22]([C:29]2[CH:30]=[CH:31][CH:32]=[CH:33][CH:34]=2)([C:35]2[CH:40]=[CH:39][CH:38]=[CH:37][CH:36]=2)[C:23]2[CH:24]=[CH:25][CH:26]=[CH:27][CH:28]=2)[CH2:16]/[C:15]/1=[CH:14]\[C:13]1[N:9]([CH2:8][CH2:7][CH2:6][C:4]([O:3][CH2:1][CH3:2])=[O:5])[N:10]=[N:11][CH:12]=1)(=[O:60])[CH3:58] |f:3.4|. Reported procedure: To a solution of (E)-3-({1-[3-(ethoxycarbonyl)propyl]-1H-1,2,3-triazol-5-yl}methylidene)-1-(triphenylmethyl)piperidin-4-ol (14.34 g) in N,N-dimethylformamide (100 ml) was added N,N-dimethylformamide dineopentyl acetal (14.90 ml). Then thioacetic acid (3.58 ml) was added to the reaction mixture under ice-cooling. The resulting mixture was stirred at room temperature for 30 minutes and then N,N-dimethylformamide dineopentyl acetal (14.90 ml) and additional thioacetic acid (3.58 ml) were supplement... Reactants: CC1=NC=CC=C1OC1=C2C(=NC=N1)N(N=C2)C2CCNCC2 (4-(2-methyl-pyridin-3-yloxy)-1-piperidin-4-yl-1H-pyrazolo[3,4-d]pyrimidine), CC1=NC=CC=C1OC1=C2C(=NC=N1)N(N=C2)C2CCNCC2 (4-(2-methyl-pyridin-3-yloxy)-1-piperidin-4-yl-1H-pyrazolo[3,4-d]pyrimidine), C(C)(C)N(CC)C(C)C (diisopropylethylamine), O (Water), ClC(=O)OC1CCCCC1 (cyclohexyl chloroformate). The reagents and catalysts are CN(C1=CC=NC=C1)C (4-dimethylaminopyridine). Solvent: ClCCl (dichloromethane), ClCCl (dichloromethane). Conditions: temperature 0 celsius, time 5 minute. The product is C1(CCCCC1)OC(=O)N1CCC(CC1)N1N=CC=2C1=NC=NC2OC=2C(=NC=CC2)C (4-[4-(2-methyl-pyridin-3-yloxy)-pyrazolo[3,4-d]pyrimidin-1-yl]-piperidine-1-carboxylic acid cyclohexyl ester). Isolated yield 12.9%. As a reaction SMILES: Cl[C:2]([O:4][CH:5]1[CH2:10][CH2:9][CH2:8][CH2:7][CH2:6]1)=[O:3].[CH3:11][C:12]1[C:17]([O:18][C:19]2[N:24]=[CH:23][N:22]=[C:21]3[N:25]([CH:28]4[CH2:33][CH2:32][NH:31][CH2:30][CH2:29]4)[N:26]=[CH:27][C:20]=23)=[CH:16][CH:15]=[CH:14][N:13]=1.C(N(C(C)C)CC)(C)C.O>ClCCl.CN(C)C1C=CN=CC=1>[CH:5]1([O:4][C:2]([N:31]2[CH2:30][CH2:29][CH:28]([N:25]3[C:21]4=[N:22][CH:23]=[N:24][C:19]([O:18][C:17]5[C:12]([CH3:11])=[N:13][CH:14]=[CH:15][CH:16]=5)=[C:20]4[CH:27]=[N:26]3)[CH2:33][CH2:32]2)=[O:3])[CH2:10][CH2:9][CH2:8][CH2:7][CH2:6]1. Procedure details: A solution of cyclohexyl chloroformate (Waterstone Technology, LLC, Carmel, Ind., USA; 42 mg, 0.26 mmol) in dichloromethane (150 μL) was added to a cooled (˜0° C.) solution of 4-(2-methyl-pyridin-3-yloxy)-1-piperidin-4-yl-1H-pyrazolo[3,4-d]pyrimidine (Intermediate 28; 52 mg, 0.17 mmol), diisopropylethylamine (77 μL, 0.80 mmol) and 4-dimethylaminopyridine (1 mg) in anhydrous dichloromethane (2 mL) over 30 sec. The mixture was stirred at 0° C. for 5 min, then warmed to room temperature and stirred... The reactants are C(C)O (ethanol), C(C)(=O)OCC (ethyl acetate), [N+](=O)([O-])C1=CC=C(C=C1)NC1=CC=C(C=C1)Cl (1-nitro-4-(4-chloroanilino)benzene), [OH-].[K+] (KOH). The solvent is C1=CC(=CC=C1[N+](=O)[O-])O (p-nitrophenol), [N+](=O)([O-])C1=CC=CC=C1 (nitrobenzene), C(CC)I (propyliodide), CN(C=O)C (dimethylformamide). Product: [N+](=O)([O-])C1=CC=C(C=C1)N(CCC)C1=CC=C(C=C1)Cl (1-Nitro-4-[N-(4-chlorophenyl)-N-propylamino]benzene), [N+](=O)([O-])C1=CC=C(C=C1)NC1=CC=C(C=C1)Cl (1-Nitro-4-(4-chloroanilino)benzene). As a reaction SMILES: [CH2:1](O)[CH3:2].[C:4](OCC)(=O)C.[N+:10]([C:13]1[CH:18]=[CH:17][C:16]([NH:19][C:20]2[CH:25]=[CH:24][C:23]([Cl:26])=[CH:22][CH:21]=2)=[CH:15][CH:14]=1)([O-:12])=[O:11].[OH-].[K+]>C(I)CC.CN(C)C=O.C1C([N+]([O-])=O)=CC=C(O)C=1.[N+](C1C=CC=CC=1)([O-])=O>[N+:10]([C:13]1[CH:14]=[CH:15][C:16]([N:19]([C:20]2[CH:25]=[CH:24][C:23]([Cl:26])=[CH:22][CH:21]=2)[CH2:4][CH2:1][CH3:2])=[CH:17][CH:18]=1)([O-:12])=[O:11].[N+:10]([C:13]1[CH:14]=[CH:15][C:16]([NH:19][C:20]2[CH:25]=[CH:24][C:23]([Cl:26])=[CH:22][CH:21]=2)=[CH:17][CH:18]=1)([O-:12])=[O:11] |f:3.4|. Procedure details: The starting aniline was obtained from the corresponding nitro compound by reduction with hydrogen under the influence of Raney nickel as a catalyst; a mixture of equal parts by volume of ethanol and ethyl acetate was used as a solvent. 1-Nitro-4-[N-(4-chlorophenyl)-N-propylamino]benzene was prepared by an alkylation of 1-nitro-4-(4-chloroanilino)benzene with propyliodide in dimethylformamide as a solvent under the influence of KOH. 1-Nitro-4-(4-chloroanilino)benzene was formed by a coupling at ... The reactants are CCOC(=O)C(=O)c1ccc(O)cc1, [H-], [Na+], BrCCCCCCCCCCCCOc1ccccc1, CN(C)C=O. Product: CCOC(=O)C(=O)c1ccc(OCCCCCCCCCCCCOc2ccccc2)cc1. Reaction SMILES: [CH2:3]([CH3:4])[O:5][C:6]([C:7]([c:8]1[cH:9][cH:10][c:11]([OH:14])[cH:12][cH:13]1)=[O:15])=[O:16].[H-:1].[Na+:2].[O:17]([c:18]1[cH:19][cH:20][cH:21][cH:22][cH:23]1)[CH2:24][CH2:25][CH2:26][CH2:27][CH2:28][CH2:29][CH2:30][CH2:31][CH2:32][CH2:33][CH2:34][CH2:35][Br:36].[O:37]=[CH:38][N:39]([CH3:40])[CH3:41]>>[CH2:3]([CH3:4])[O:5][C:6]([C:7]([c:8]1[cH:9][cH:10][c:11]([O:14][CH2:35][CH2:34][CH2:33][CH2:32][CH2:31][CH2:30][CH2:29][CH2:28][CH2:27][CH2:26][CH2:25][CH2:24][O:17][c:18]2[cH:19][cH:20][cH:21][cH:22][cH:23]2)[cH:12][cH:13]1)=[O:15])=[O:16]. The reactants are Cn1cc(OCc2ccccc2)c(=O)cc1C(O)C(F)(F)F, CO, [H][H]. Reaction SMILES: [CH2:1]([c:2]1[cH:3][cH:4][cH:5][cH:6][cH:7]1)[O:8][c:9]1[c:10](=[O:22])[cH:11][c:12]([CH:16]([C:17]([F:18])([F:19])[F:20])[OH:21])[n:13]([CH3:15])[cH:14]1.[CH3:25][OH:26].[H:23][H:24]>>[OH:8][c:9]1[c:10](=[O:22])[cH:11][c:12]([CH:16]([C:17]([F:18])([F:19])[F:20])[OH:21])[n:13]([CH3:15])[cH:14]1. Product: Cn1cc(O)c(=O)cc1C(O)C(F)(F)F. The reactants are C(C)(C)(C)OC(=O)N1CCC2(CN(C2)[C@@H]2CCC3=CC(=CC=C23)C=2C=NC(=CC2)C(N)=O)CC1 (2-[(R)-5-(6-Carbamoyl-pyridin-3-yl)-indan-1-yl]-2,7-diaza-spiro[3.5]nonane-7-carboxylic acid tert-butyl ester), Cl (HCl). Solvent: O1CCOCC1 (1,4-dioxane), O1CCOCC1 (dioxane). Conditions: time 3 hour. The product is Cl.Cl.C1N(CC12CCNCC2)[C@@H]2CCC1=CC(=CC=C21)C=2C=CC(=NC2)C(=O)N (5-[(R)-1-(2,7-Diaza-spiro[3.5]non-2-yl)-indan-5-yl]-pyridine-2-carboxylic acid amide dihydrochloride). Reaction SMILES: C(OC([N:8]1[CH2:34][CH2:33][C:11]2([CH2:14][N:13]([C@H:15]3[C:23]4[C:18](=[CH:19][C:20]([C:24]5[CH:25]=[N:26][C:27]([C:30](=[O:32])[NH2:31])=[CH:28][CH:29]=5)=[CH:21][CH:22]=4)[CH2:17][CH2:16]3)[CH2:12]2)[CH2:10][CH2:9]1)=O)(C)(C)C.[ClH:35]>O1CCOCC1>[ClH:35].[ClH:35].[CH2:12]1[C:11]2([CH2:33][CH2:34][NH:8][CH2:9][CH2:10]2)[CH2:14][N:13]1[C@H:15]1[C:23]2[C:18](=[CH:19][C:20]([C:24]3[CH:29]=[CH:28][C:27]([C:30]([NH2:31])=[O:32])=[N:26][CH:25]=3)=[CH:21][CH:22]=2)[CH2:17][CH2:16]1 |f:3.4.5|. Procedure details: To a mixture of 2-[(R)-5-(6-carbamoyl-pyridin-3-yl)-indan-1-yl]-2,7-diaza-spiro[3.5]nonane-7-carboxylic acid tert-butyl ester (9-1a, 440 mg, 0.95 mmol) in 1,4-dioxane (10 mL) was added 5 mL of 4N HCl in dioxane. This resulted in the immediate precipitation of solids. The reaction was stirred for 3 hours. The reaction was concentrated and the residue was coevaporated with diethylether (3×) until 5-[(R)-1-(2,7-diaza-spiro[3.5]non-2-yl)-indan-5-yl]-pyridine-2-carboxylic acid amide dihydrochloride (... Reactants: NC1=C(N(CN1)C1C(CC2=CC=CC=C12)(C)C)C(C)=O ([5-amino-3-(2,3-dihydro-2,2-dimethyl-1H-inden-1-yl)-1H-imidazol-4-yl]ethanone), N(=O)OC(C)(C)C (2-methyl-2-propyl nitrite). The solvent is O1CCCC1 (tetrahydrofuran). Run at time 1 hour. The product is CC1(C(C2=CC=CC=C2C1)N1C=NC=C1C(C)=O)C ([1-(2,3-dihydro-2,2-dimethyl-1H-inden-1-yl)-1H-imidazol-5-yl]ethanone). Isolated yield 51.0%. As a reaction SMILES: N[C:2]1[NH:6][CH2:5][N:4]([CH:7]2[C:15]3[C:10](=[CH:11][CH:12]=[CH:13][CH:14]=3)[CH2:9][C:8]2([CH3:17])[CH3:16])[C:3]=1[C:18](=[O:20])[CH3:19].N(OC(C)(C)C)=O>O1CCCC1>[CH3:16][C:8]1([CH3:17])[CH2:9][C:10]2[C:15](=[CH:14][CH:13]=[CH:12][CH:11]=2)[CH:7]1[N:4]1[C:3]([C:18](=[O:20])[CH3:19])=[CH:2][N:6]=[CH:5]1. Procedure: 13 Parts of [5-amino-3-(2,3-dihydro-2,2-dimethyl-1H-inden-1-yl)-1H-imidazol-4-yl]ethanone were dissolved in 167 parts of tetrahydrofuran. To the solution were added dropwise 7.7 parts of 2-methyl-2-propyl nitrite. After stirring at room temperature for 1 hour, the reaction mixture was evaporated to dryness. The residue was purified by column chromatography over silica gel. The pure fractions were collected and the eluent was evaporated. The residue was crystallized from 1,1'-oxybisethane. The pr... Starting materials: C1CCOC1, COc1ccccc1Oc1c(Cl)nc(-c2ccncc2)nc1NS(=O)(=O)Nc1ccc(C(C)C)cc1, [H-], [Na+], CN(C)C=O, C=CCO. Product: C=CCOc1nc(-c2ccncc2)nc(NS(=O)(=O)Nc2ccc(C(C)C)cc2)c1Oc1ccccc1OC. RXN SMILES: [CH2:5]1[O:6][CH2:7][CH2:8][CH2:9]1.[Cl:12][c:13]1[c:14]([O:39][c:40]2[c:41]([O:46][CH3:47])[cH:42][cH:43][cH:44][cH:45]2)[c:15]([NH:25][S:26]([NH:27][c:28]2[cH:29][cH:30][c:31]([CH:34]([CH3:35])[CH3:36])[cH:32][cH:33]2)(=[O:37])=[O:38])[n:16][c:17](-[c:19]2[cH:20][cH:21][n:22][cH:23][cH:24]2)[n:18]1.[H-:10].[Na+:11].[O:48]=[CH:49][N:50]([CH3:51])[CH3:52].[OH:1][CH2:2][CH:3]=[CH2:4]>>[O:1]([CH2:2][CH:3]=[CH2:4])[c:13]1[c:14]([O:39][c:40]2[c:41]([O:46][CH3:47])[cH:42][cH:43][cH:44][cH:45]2)[c:15]([NH:25][S:26]([NH:27][c:28]2[cH:29][cH:30][c:31]([CH:34]([CH3:35])[CH3:36])[cH:32][cH:33]2)(=[O:37])=[O:38])[n:16][c:17](-[c:19]2[cH:20][cH:21][n:22][cH:23][cH:24]2)[n:18]1. The yield is 64.7%. Product: C(C)OC(C(C(C(F)(F)F)C(F)(F)F)NS(=O)(=O)C1=CC(=C(C=C1)F)C)=O (4,4,4-Trifluoro-2-(4-fluoro-3-methyl-benzenesulfonylamino)-3-trifluoromethyl-butyric acid ethyl ester). As a reaction SMILES: [F:1][C:2]1[CH:7]=[CH:6][C:5]([S:8](Cl)(=[O:10])=[O:9])=[CH:4][C:3]=1[CH3:12].[CH2:13]([O:15][C:16](=[O:28])[CH:17]([NH2:27])[CH:18]([C:23]([F:26])([F:25])[F:24])[C:19]([F:22])([F:21])[F:20])[CH3:14].N1C=CC=CC=1>ClC(Cl)C>[CH2:13]([O:15][C:16](=[O:28])[CH:17]([NH:27][S:8]([C:5]1[CH:6]=[CH:7][C:2]([F:1])=[C:3]([CH3:12])[CH:4]=1)(=[O:10])=[O:9])[CH:18]([C:19]([F:22])([F:20])[F:21])[C:23]([F:25])([F:26])[F:24])[CH3:14]. Run in ClC(C)Cl (dichloroethane). Reactants: FC1=C(C=C(C=C1)S(=O)(=O)Cl)C (4-fluoro-3-methylbenzenesulfonyl chloride), C(C)OC(C(C(C(F)(F)F)C(F)(F)F)N)=O (2-amino-4,4,4-trifluoro-3-trifluoromethyl-butyric acid ethyl ester), N1=CC=CC=C1 (pyridine). Conditions: time 18 hour. Procedure details: To a vial containing a solution of 4-fluoro-3-methylbenzenesulfonyl chloride (50 mg, 0.24 mmol) and 2-amino-4,4,4-trifluoro-3-trifluoromethyl-butyric acid ethyl ester (61 mg, 0.24 mmol) in anhydrous dichloroethane (1 mL) was added pyridine (58 μL, 0.719 mmol). The vial was capped and shaken for 18 h. The solvent was removed in vacuo and the residue transferred to a separatory funnel with EtOAc (100 mL) and washed with distilled water (100 mL×2). The organic layer was removed and the combined aqu...